From a dataset of the Open Reaction Database (ORD), a public repository of structured organic reaction records. describe an organic reaction: reactants, conditions, products, and yield The reactants are solution, B(Br)(Br)Br (BBr3), CO (methanol), ClC1=C(C=CC=C1)C1=C(C=C(S1)C(=O)OC)C1=CC=C(C=C1)OC (Methyl 5-(2-chlorophenyl)-4-(4-methoxyphenyl)thiophene-2-carboxylate). Run in C(Cl)Cl (CH2Cl2), C(Cl)Cl (CH2Cl2). Product: ClC1=C(C=CC=C1)C1=C(C=C(S1)C(=O)OC)C1=CC=C(C=C1)O (Methyl 5-(2-chlorophenyl)-4-(4-hydroxyphenyl)thiophene-2-carboxylate). As a reaction SMILES: [Cl:1][C:2]1[CH:7]=[CH:6][CH:5]=[CH:4][C:3]=1[C:8]1[S:12][C:11]([C:13]([O:15][CH3:16])=[O:14])=[CH:10][C:9]=1[C:17]1[CH:22]=[CH:21][C:20]([O:23]C)=[CH:19][CH:18]=1.B(Br)(Br)Br.CO>C(Cl)Cl>[Cl:1][C:2]1[CH:7]=[CH:6][CH:5]=[CH:4][C:3]=1[C:8]1[S:12][C:11]([C:13]([O:15][CH3:16])=[O:14])=[CH:10][C:9]=1[C:17]1[CH:18]=[CH:19][C:20]([OH:23])=[CH:21][CH:22]=1. Procedure: 5 g of the compound obtained in stage 23D) are added to 100 ml of CH2Cl2, cooling is carried out at −50° C. and 41.8 ml of 1M solution of BBr3 in CH2Cl2 are added. The temperature is allowed to return to 20° C. and then 20 ml of methanol are added. The mixture is concentrated to dryness and the residue is taken up in CH2Cl2, washed with water, dried over MgSO4 and concentrated to dryness. After purifying by chromatography on silica (heptane up to heptane/AcOEt 75/25), 4.57 g of the expected comp...